This data is from the Open Reaction Database (ORD), a public repository of structured organic reaction records. The task is: describe an organic reaction: reactants, conditions, products, and yield Reactants: C[SiH](C1=C(C=CC=C1)[SiH](C)C)C (1,2-bis(dimethylsilyl)benzene), CN(C(C1=CC=C(C=C1)OC)=O)C (N,N-dimethyl-4-methoxybenzamide). Run in C1(=CC=CC=C1)C (toluene). Reaction conditions: temperature 100 celsius, time 30 minute. Product: CN(C)CC1=CC=C(C=C1)OC (N,N-dimethyl-4-methoxybenzylamine). Yield: 96.0%. Reaction SMILES: C[SiH](C)C1C=CC=CC=1[SiH](C)C.[CH3:13][N:14]([CH3:25])[C:15](=O)[C:16]1[CH:21]=[CH:20][C:19]([O:22][CH3:23])=[CH:18][CH:17]=1>C1(C)C=CC=CC=1>[CH3:25][N:14]([CH2:15][C:16]1[CH:17]=[CH:18][C:19]([O:22][CH3:23])=[CH:20][CH:21]=1)[CH3:13]. Reported procedure: A 20-mL eggplant flask equipped with a three-way cock and a magnetic stirrer was heat dried while pumping to a vacuum of 5 Pa before its interior was purged with argon atmosphere. Into the flask, iron complex A (1.0 mg, 0.002 mmol) was admitted as catalyst and dissolved in toluene (0.5 mL). To the solution, 1,2-bis(dimethylsilyl)benzene (475 μL) was added through a syringe, and N,N-dimethyl-4-methoxybenzamide (179 mg, 1.0 mmol) was added. The solution was stirred at 100° C. for 30 minutes. Tolue... Reactants: O=C(Cl)CCCl, ClCCCl, Nc1cnc2ccccc2c1Cl, ClCCl. Yields the product O=C(CCCl)Nc1cnc2ccccc2c1Cl. RXN SMILES: [Cl:13][CH2:14][CH2:15][C:16](=[O:17])[Cl:18].[Cl:19][CH2:20][CH2:21][Cl:22].[Cl:1][c:2]1[c:3]([NH2:12])[cH:4][n:5][c:6]2[cH:7][cH:8][cH:9][cH:10][c:11]12.[Cl:23][CH2:24][Cl:25]>>[Cl:1][c:2]1[c:3]([NH:12][C:16]([CH2:15][CH2:14][Cl:13])=[O:17])[cH:4][n:5][c:6]2[cH:7][cH:8][cH:9][cH:10][c:11]12. Reactants: [BH4-], CCOC(=O)c1cncc(Br)c1, CO, CC(C)(C)O, [Na+], O. The product is OCc1cncc(Br)c1. As a reaction SMILES: [BH4-:13].[Br:1][c:2]1[cH:3][n:4][cH:5][c:6]([C:7](=[O:8])[O:9][CH2:10][CH3:11])[cH:12]1.[CH3:15][OH:16].[CH3:18][C:19]([OH:20])([CH3:21])[CH3:22].[Na+:14].[OH2:17]>>[Br:1][c:2]1[cH:3][n:4][cH:5][c:6]([CH2:7][OH:8])[cH:12]1. The reactants are CC#N, O=C(CCl)Nc1ccc2c(c1)COC(NC1CCCc3ccccc31)=N2, CC(C)(O)CN. The product is CC(C)(O)CNCC(=O)Nc1ccc2c(c1)COC(NC1CCCc3ccccc31)=N2. As a reaction SMILES: [CH3:33][C:34]#[N:35].[Cl:1][CH2:2][C:3](=[O:4])[NH:5][c:6]1[cH:7][c:8]2[c:9]([cH:25][cH:26]1)[N:10]=[C:11]([NH:14][CH:15]1[CH2:16][CH2:17][CH2:18][c:19]3[cH:20][cH:21][cH:22][cH:23][c:24]31)[O:12][CH2:13]2.[NH2:27][CH2:28][C:29]([CH3:30])([OH:31])[CH3:32]>>[CH2:2]([C:3](=[O:4])[NH:5][c:6]1[cH:7][c:8]2[c:9]([cH:25][cH:26]1)[N:10]=[C:11]([NH:14][CH:15]1[CH2:16][CH2:17][CH2:18][c:19]3[cH:20][cH:21][cH:22][cH:23][c:24]31)[O:12][CH2:13]2)[NH:27][CH2:28][C:29]([CH3:30])([OH:31])[CH3:32].